Dataset: the Open Reaction Database (ORD), a public repository of structured organic reaction records. Task: describe an organic reaction: reactants, conditions, products, and yield Reactants: NC=1C(=NC(=CC1)OCC)C(=O)OC (methyl 3-amino-6-ethoxypicolinate), ClN1C(CCC1=O)=O (N-chlorosuccinimide). Run in CN(C=O)C (N,N-dimethylformamide). Run at temperature 80 celsius. Yields the product NC=1C(=NC(=CC1Cl)OCC)C(=O)OC (methyl 3-amino-4-chloro-6-ethoxypicolinate). The yield is 5.3%. RXN SMILES: [NH2:1][C:2]1[C:3]([C:11]([O:13][CH3:14])=[O:12])=[N:4][C:5]([O:8][CH2:9][CH3:10])=[CH:6][CH:7]=1.[Cl:15]N1C(=O)CCC1=O>CN(C)C=O>[NH2:1][C:2]1[C:3]([C:11]([O:13][CH3:14])=[O:12])=[N:4][C:5]([O:8][CH2:9][CH3:10])=[CH:6][C:7]=1[Cl:15]. Procedure: To a stirred solution of the compound prepared in Example 426 (0.048 g) in N,N-dimethylformamide (1.2 mL) was added N-chlorosuccinimide (0.0343 g). The resulting mixture was heated at 80° C. for 18 hours. The solvent was evaporated and the residue dissolved in dichloromethane and purified by column chromatography on silica gel (20% ethyl acetate in hexanes) to obtain the title compound (0.003 g) having the following physical data.